This data is from the Open Reaction Database (ORD), a public repository of structured organic reaction records. The task is: describe an organic reaction: reactants, conditions, products, and yield Solvent: C(=O)(O)[O-].[Na+] (NaHCO3). Conditions: time 2.5 hour. Product: FC([C@@H]1CC[C@H](CC1)NC(C1=C(C=C(C(=C1)[N+](=O)[O-])NC)N(CC#N)C)=O)(F)F (N-(trans-4-Trifluoromethyl-cyclohexyl)-2-[N-methyl-N-cyanomethyl-amino]-4-methylamino-5-nitro-benzoic acid amide). Starting materials: FC([C@@H]1CC[C@H](CC1)NC(C1=C(C=C(C(=C1)[N+](=O)[O-])NC)N(CC(=O)N)C)=O)(F)F (N-(trans-4-trifluoromethyl-cyclohexyl)-2-[N-methyl-N-aminocarbonylmethyl-amino]-4-methylamino-5-nitro-benzoic acid amide), CC[N+](CC)(CC)S(=O)(=O)N=C([O-])OC (Burgess reagent), C(Cl)Cl (DCM), C1CCOC1 (THF). RXN SMILES: [F:1][C:2]([F:30])([F:29])[C@H:3]1[CH2:8][CH2:7][C@H:6]([NH:9][C:10](=[O:28])[C:11]2[CH:16]=[C:15]([N+:17]([O-:19])=[O:18])[C:14]([NH:20][CH3:21])=[CH:13][C:12]=2[N:22]([CH3:27])[CH2:23][C:24]([NH2:26])=O)[CH2:5][CH2:4]1.CC[N+](S(N=C(OC)[O-])(=O)=O)(CC)CC.C(Cl)Cl.C1COCC1>C([O-])(O)=O.[Na+]>[F:1][C:2]([F:29])([F:30])[C@H:3]1[CH2:8][CH2:7][C@H:6]([NH:9][C:10](=[O:28])[C:11]2[CH:16]=[C:15]([N+:17]([O-:19])=[O:18])[C:14]([NH:20][CH3:21])=[CH:13][C:12]=2[N:22]([CH3:27])[CH2:23][C:24]#[N:26])[CH2:5][CH2:4]1 |f:4.5|. Reported procedure: A mixture of N-(trans-4-trifluoromethyl-cyclohexyl)-2-[N-methyl-N-aminocarbonylmethyl-amino]-4-methylamino-5-nitro-benzoic acid amide (compound IIIa, 45 mg, 0.104 mmol), Burgess reagent (27 mg, 0.11 mmol, +20 mg after 0.5 h, +15 mg after 2.5 h, +20 mg after 16 h), DCM (2 mL) and THF (2 mL) is stirred for 2.5 h at rt, then for 13.5 h at 40° C. and then for 2 h at reflux. The mixture is diluted with sat aq NaHCO3, extracted with EtOAc and the combined organic phases are dried with Na2SO4, filtered... Starting materials: FC=1C=CC=C2C=C(N=C(C12)O[C@@H]1CN(CC1)C(=O)OC(C)(C)C)C1=NNC(N1)=O ((S)-tert-butyl 3-((8-fluoro-3-(5-oxo-4,5-dihydro-1H-1,2,4-triazol-3-yl)isoquinolin-1-yl)oxy)pyrrolidine-1-carboxylate), Cl.CCOC(=O)C (HCl EtOAc). The yield is 100.0%. Product: Cl (HCl), FC=1C=CC=C2C=C(N=C(C12)O[C@@H]1CNCC1)C1=NNC(N1)=O ((S)-3-(8-fluoro-1-(pyrrolidin-3-yloxy)isoquinolin-3-yl)-1H-1,2,4-triazol-5(4H)-one). RXN SMILES: [F:1][C:2]1[CH:3]=[CH:4][CH:5]=[C:6]2[C:11]=1[C:10]([O:12][C@H:13]1[CH2:17][CH2:16][N:15](C(OC(C)(C)C)=O)[CH2:14]1)=[N:9][C:8]([C:25]1[NH:29][C:28](=[O:30])[NH:27][N:26]=1)=[CH:7]2.[ClH:31].CCOC(C)=O>>[ClH:31].[F:1][C:2]1[CH:3]=[CH:4][CH:5]=[C:6]2[C:11]=1[C:10]([O:12][C@H:13]1[CH2:17][CH2:16][NH:15][CH2:14]1)=[N:9][C:8]([C:25]1[NH:29][C:28](=[O:30])[NH:27][N:26]=1)=[CH:7]2 |f:1.2|. Procedure: A solution of (S)-tert-butyl 3-((8-fluoro-3-(5-oxo-4,5-dihydro-1H-1,2,4-triazol-3-yl)isoquinolin-1-yl)oxy)pyrrolidine-1-carboxylate (90 mg, 0.224 mmol) in HCl/EtOAc (4M, 10 mL) was stirred at RT for 2 hours. The mixture was subsequently concentrated in vacuo to give an HCl salt of title compound (80 mg, 100%). Starting materials: COC([C@@H](NC(=O)C1=C(C=CC=C1C)Cl)CC1=CC=C(C=C1)NC(=O)C1=C(C=CC=C1Cl)Cl)=O (4-[[(2,6-dichlorophenyl)carbonyl]amino]-N-[(2-chloro-6-methylphenyl)carbonyl]-L-phenylalanine methyl ester), [OH-].[Na+] (sodium hydroxide). Solvent: C(C)O (ethanol). Reaction conditions: temperature 42.5 celsius, time 3.5 hour. The product is ClC1=C(C(=CC=C1)Cl)C(=O)NC1=CC=C(C[C@H](NC(=O)C2=C(C=CC=C2C)Cl)C(=O)O)C=C1 (4-[[(2,6-dichlorophenyl)carbonyl]amino]-N-[(2-chloro-6-methylphenyl)carbonyl]-L-phenylalanine). The yield is 95.0%. RXN SMILES: C[O:2][C:3](=[O:34])[C@H:4]([CH2:16][C:17]1[CH:22]=[CH:21][C:20]([NH:23][C:24]([C:26]2[C:31]([Cl:32])=[CH:30][CH:29]=[CH:28][C:27]=2[Cl:33])=[O:25])=[CH:19][CH:18]=1)[NH:5][C:6]([C:8]1[C:13]([CH3:14])=[CH:12][CH:11]=[CH:10][C:9]=1[Cl:15])=[O:7].[OH-].[Na+]>C(O)C>[Cl:32][C:31]1[CH:30]=[CH:29][CH:28]=[C:27]([Cl:33])[C:26]=1[C:24]([NH:23][C:20]1[CH:19]=[CH:18][C:17]([CH2:16][C@@H:4]([C:3]([OH:34])=[O:2])[NH:5][C:6]([C:8]2[C:13]([CH3:14])=[CH:12][CH:11]=[CH:10][C:9]=2[Cl:15])=[O:7])=[CH:22][CH:21]=1)=[O:25] |f:1.2|. Reported procedure: To a suspension of 4-[[(2,6-dichlorophenyl)carbonyl]amino]-N-[(2-chloro-6-methylphenyl)carbonyl]-L-phenylalanine methyl ester (166 mmol, 86.2 g) in ethanol (350 mL) was added aqueous 1.0 N sodium hydroxide (250 mL) at room temperature. The mixture was heated to 40-45° C. and the resulting clear solution was stirred for 3-4 h. Then, the mixture was cooled to room temperature and the ethanol was removed on a rotary evaporator. The residue was diluted with 100 mL of water. The neutral impurities wa... Yield: 73.0%. The reactants are C(C)(C)(C)C1=NN(C(=C1)NC(=O)NC1=C(C=C(C=C1)OC1=CC(=NC=C1)C)F)C=1C=C(C(=O)O)C=CC1 (3-(3-tert-butyl-5-{3-[2-fluoro-4-(2-methyl-pyridin-4-yloxy)-phenyl]-ureido}-pyrazol-1-yl)-benzoic acid), CC1(OCC(O1)CN)C (1-(2,2-dimethyl-1,3-dioxolan-4-yl)methanamine), Cl.CN(CCCN=C=NCC)C (1-[3-(dimethylamino)propyl]-3-ethylcarbodiimide hydrochloride), ON1N=NC2=C1C=CC=C2 (1-hydroxybenzotriazole). RXN SMILES: [C:1]([C:5]1[CH:9]=[C:8]([NH:10][C:11]([NH:13][C:14]2[CH:19]=[CH:18][C:17]([O:20][C:21]3[CH:26]=[CH:25][N:24]=[C:23]([CH3:27])[CH:22]=3)=[CH:16][C:15]=2[F:28])=[O:12])[N:7]([C:29]2[CH:30]=[C:31]([CH:35]=[CH:36][CH:37]=2)[C:32]([OH:34])=O)[N:6]=1)([CH3:4])([CH3:3])[CH3:2].[CH3:38][C:39]1([CH3:46])[O:43][CH:42]([CH2:44][NH2:45])[CH2:41][O:40]1.Cl.CN(C)CCCN=C=NCC.ON1C2C=CC=CC=2N=N1>CN(C)C1C=CN=CC=1.C1COCC1.C(Cl)Cl.O.C(OCC)(=O)C>[C:1]([C:5]1[CH:9]=[C:8]([NH:10][C:11]([NH:13][C:14]2[CH:19]=[CH:18][C:17]([O:20][C:21]3[CH:26]=[CH:25][N:24]=[C:23]([CH3:27])[CH:22]=3)=[CH:16][C:15]=2[F:28])=[O:12])[N:7]([C:29]2[CH:30]=[C:31]([CH:35]=[CH:36][CH:37]=2)[C:32]([NH:45][CH2:44][CH:42]2[CH2:41][O:40][C:39]([CH3:46])([CH3:38])[O:43]2)=[O:34])[N:6]=1)([CH3:4])([CH3:3])[CH3:2] |f:2.3|. The reagents and catalysts are CN(C1=CC=NC=C1)C (4-dimethylaminopyridine). Product: C(C)(C)(C)C1=NN(C(=C1)NC(=O)NC1=C(C=C(C=C1)OC1=CC(=NC=C1)C)F)C=1C=C(C(=O)NCC2OC(OC2)(C)C)C=CC1 (3-(3-tert-Butyl-5-{3-[2-fluoro-4-(2-methyl-pyridin-4-yloxy)-phenyl]-ureido}-pyrazol-1-yl)-N-(2,2-dimethyl-[1,3]dioxolan-4-ylmethyl)-benzamide). Procedure: A mixture of 3-(3-tert-butyl-5-{3-[2-fluoro-4-(2-methyl-pyridin-4-yloxy)-phenyl]-ureido}-pyrazol-1-yl)-benzoic acid (300.0 mg, 0.60 mmol), 1-(2,2-dimethyl-1,3-dioxolan-4-yl)methanamine (93.8 mg, 0.71 mmol), 1-[3-(dimethylamino)propyl]-3-ethylcarbodiimide hydrochloride (136.6 mg, 0.71 mmol), 4-dimethylaminopyridine (87.3 mg, 0.71 mmol) and 1-hydroxybenzotriazole (96.6 mg, 0.71 mmol) in THF and DCM was stirred at room temperature overnight. Ethyl acetate and water were added, and the organic phase... The solvent is C1CCOC1 (THF), C(Cl)Cl (DCM), O (water), C(C)(=O)OCC (Ethyl acetate). Reaction conditions: time 8 hour. The reactants are C(=O)([O-])[O-].[K+].[K+] (K2CO3), BrCCBr (1,2-dibromoethane), C(C)OC(C1=CC=C(C=C1)NC(C1=CC(=C(C=C1)OCC1=CC=CC=C1)[N+](=O)[O-])=O)=O (4-(4-benzyloxy-3-nitro-benzoylamino)-benzoic acid ethyl ester). The reagents and catalysts are [Pd] (palladium on carbon). Solvent: CN(C)C=O (DMF). Reaction conditions: time 4 hour. Product: C(C)OC(C1=CC=C(C=C1)NC(=O)C=1C=CC2=C(NCCO2)C1)=O (4-[(3,4-dihydro-2H-benzo[1,4]oxazine-6-carbonyl)-amino]-benzoic acid ethyl ester). Isolated yield 41.8%. RXN SMILES: [CH2:1]([O:3][C:4](=[O:31])[C:5]1[CH:10]=[CH:9][C:8]([NH:11][C:12](=[O:30])[C:13]2[CH:18]=[CH:17][C:16]([O:19][CH2:20][C:21]3C=CC=CC=3)=[C:15]([N+:27]([O-])=O)[CH:14]=2)=[CH:7][CH:6]=1)[CH3:2].C([O-])([O-])=O.[K+].[K+].BrCCBr>CN(C=O)C.[Pd]>[CH2:1]([O:3][C:4](=[O:31])[C:5]1[CH:10]=[CH:9][C:8]([NH:11][C:12]([C:13]2[CH:18]=[CH:17][C:16]3[O:19][CH2:20][CH2:21][NH:27][C:15]=3[CH:14]=2)=[O:30])=[CH:7][CH:6]=1)[CH3:2] |f:1.2.3|. Procedure: Steps 5 and 6. A solution of 4-(4-benzyloxy-3-nitro-benzoylamino)-benzoic acid ethyl ester (26 g, 63 mmol) in DMF (2644 mL) was treated with 10% palladium on carbon (5.3 g). The reaction vessel was evacuated and filled with hydrogen. The mixture was stirred at room temperature for 4 hours, then the catalyst was filtered, washing with a small quantity of dimethylformamide. The resulting solution, containing crude 4-(3-amino-4-hydroxy-benzoylamino)-benzoic acid ethyl ester, was concentrated to a v...